From a dataset of the Open Reaction Database (ORD), a public repository of structured organic reaction records. describe an organic reaction: reactants, conditions, products, and yield The reactants are CC1([C@@H](N2[C@H](S1)[C@@H](C2=O)NC(=O)CC3=CC=CC=C3)C(=O)[O-])C.[K+] (potassium Penicillin G), Cl (hydrochloric acid). Run at time 8 hour. Yields the product CC1([C@@H](N2[C@H](S1)[C@@H](C2=O)N)C(=O)O)C (6-APA). Yield: 85.0%. Reaction SMILES: [CH3:1][C:2]1([CH3:23])[S:6][C@@H:5]2[C@H:7]([NH:10]C(CC3C=CC=CC=3)=O)[C:8](=[O:9])[N:4]2[C@H:3]1[C:20]([O-:22])=[O:21].[K+].Cl>>[CH3:1][C:2]1([CH3:23])[S:6][C@@H:5]2[C@H:7]([NH2:10])[C:8](=[O:9])[N:4]2[C@H:3]1[C:20]([OH:22])=[O:21] |f:0.1|. Procedure details: 120 ml of the immobilized preparation of Escherichia coli ATCC 9637 are charged into a 2.1 cm × 34.8 cm column. 500 ml of an aqueous 1 % potassium Penicillin G solution (pH 9.0) are passed through the column at 40°C at the flow rate of 16 ml/hr. The effluent tus obtained is adjusted to pH 2.0 with 2N-hydrochloric acid and washed twice with 10 ml of methylisobutylketone to remove phenylacetic acid. The aqueous layer is again adjusted to pH 7.0 with 2N-sodium hydroxide. Then, the aqueous layer is ... The reactants are C(C)(C)(C)C1=CC=C(C=C1)C=NOCCOC1=CC(=C(C(=O)O)C=C1)O (4-{2-[({[4-(tert-butyl)phenyl]methylidene}amino)oxy]-ethoxy}-2-hydroxybenzoic acid), FC(C1=CC=C(CBr)C=C1)(F)F (4-trifluromethyl benzyl bromide). Procedure: The title compound was prepared as a white solid from 4-{2-[({[4-(tert-butyl)phenyl]methylidene}amino)oxy]-ethoxy}-2-hydroxybenzoic acid and 4-trifluromethyl benzyl bromide using a procedure similar to that of step 1 of example 6 followed by a procedure similar to that of step 3 of example 1. mp=164.1-164.8° C.; mass spectrum (+APCI, M+H) m/z 516. 1H NMR (400 MHz, DMSO-d6); δ 12.30 (s, 1H), 8.24 (s, 1H), 7.72 (m, 5H), 7.53 (d, 2H), 7.42 (d, 2H), 6.75 (d, 1H), 6.63 (dd, 1H), 5.29 (s, 2H), 4.41 (t... The product is C(C)(C)(C)C1=CC=C(C=C1)C=NOCCOC1=CC(=C(C(=O)O)C=C1)OCC1=CC=C(C=C1)C(F)(F)F (4-{2-[({[4-(tert-Butyl)phenyl]methylidene}amino)oxy]ethoxy}-2-{[4-(trifluoromethyl)benzyl]oxy}benzoic acid). Reaction SMILES: [C:1]([C:5]1[CH:10]=[CH:9][C:8]([CH:11]=[N:12][O:13][CH2:14][CH2:15][O:16][C:17]2[CH:25]=[CH:24][C:20]([C:21]([OH:23])=[O:22])=[C:19]([OH:26])[CH:18]=2)=[CH:7][CH:6]=1)([CH3:4])([CH3:3])[CH3:2].[F:27][C:28]([F:38])([F:37])[C:29]1[CH:36]=[CH:35][C:32]([CH2:33]Br)=[CH:31][CH:30]=1>>[C:1]([C:5]1[CH:10]=[CH:9][C:8]([CH:11]=[N:12][O:13][CH2:14][CH2:15][O:16][C:17]2[CH:25]=[CH:24][C:20]([C:21]([OH:23])=[O:22])=[C:19]([O:26][CH2:33][C:32]3[CH:31]=[CH:30][C:29]([C:28]([F:27])([F:37])[F:38])=[CH:36][CH:35]=3)[CH:18]=2)=[CH:7][CH:6]=1)([CH3:4])([CH3:2])[CH3:3]. Run in CN(C)C=O (N,N,-dimethylformamide). Procedure: 1,1-Dimethylethyl (3S)-3-fluoro-3-({[(trifluoromethyl)sulfonyl]oxy}methyl)-1-piperidinecarboxylate (1 wt) is dissolved in N,N,-dimethylformamide (3 vol) at 20° C. and sodium azide (1.1 eq, 0.20 wt) is added. The resulting suspension is stirred at 20-30° C. for 6 h. TBME (5 vol) and water (9 vol) are added. The mixture is stirred for 5 min and the layers are separated. The aqueous phase is extracted with TBME (5 vol) and the TBME phases are combined. The combined organics are washed with water (2... Starting materials: F[C@@]1(CN(CCC1)C(=O)OC(C)(C)C)COS(=O)(=O)C(F)(F)F (1,1-Dimethylethyl (3S)-3-fluoro-3-({[(trifluoromethyl)sulfonyl]oxy}methyl)-1-piperidinecarboxylate), CC(C)(C)OC (TBME), O (water), [N-]=[N+]=[N-].[Na+] (sodium azide). As a reaction SMILES: [F:1][C@@:2]1([CH2:15]OS(C(F)(F)F)(=O)=O)[CH2:7][CH2:6][CH2:5][N:4]([C:8]([O:10][C:11]([CH3:14])([CH3:13])[CH3:12])=[O:9])[CH2:3]1.[N-:24]=[N+:25]=[N-:26].[Na+].CC(OC)(C)C.O>CN(C=O)C>[N:24]([CH2:15][C@:2]1([F:1])[CH2:7][CH2:6][CH2:5][N:4]([C:8]([O:10][C:11]([CH3:14])([CH3:13])[CH3:12])=[O:9])[CH2:3]1)=[N+:25]=[N-:26] |f:1.2|. Reaction conditions: temperature 25 celsius, time 6 hour. Yields the product N(=[N+]=[N-])C[C@]1(CN(CCC1)C(=O)OC(C)(C)C)F (1,1-dimethylethyl (3S)-3-(azidomethyl)-3-fluoro-1-piperidinecarboxylate). Reactants: [N+](=O)(O)[O-] (nitric acid), S(O)(O)(=O)=O (sulfuric acid), C(C)(=O)OC(C)=O (acetic anhydride), C(C1=CC=CC=C1)(=O)[O-] (benzoate). Yields the product [N+](=O)([O-])C1=C(C(=O)O)C=CC=C1 (2-nitrobenzoic acid). Reaction SMILES: [C:1]([O-:9])(=[O:8])[C:2]1[CH:7]=[CH:6][CH:5]=[CH:4][CH:3]=1.[N+:10]([O-])([OH:12])=[O:11].S(=O)(=O)(O)O.C(OC(=O)C)(=O)C>>[N+:10]([C:3]1[CH:4]=[CH:5][CH:6]=[CH:7][C:2]=1[C:1]([OH:9])=[O:8])([O-:12])=[O:11]. Procedure details: Substantially equimolar amounts of 2,5-dichlorobenzoxazole and the potassium salt of 2-hydroxy benzoic acid are reacted, in an inert organic solvent, e.g., dimethylsulfoxide, in the presence of acetic acid giving 5-(5-chloro-2-benzoxazolyloxy) benzoic acid. The benzoate is then nitrated by, for example, reaction with a mixture of nitric acid, sulfuric acid and acetic anhydride to give the corresponding 2-nitrobenzoic acid prepared as previously described. The 2-nitrobenzoic acid is then reacted ... Starting materials: ClCCl (dichloromethane), ClCCl (dichloromethane), Cl.O[C@@H]1C[C@H](NC1)C(=O)OCC1=CC=CC=C1 ((trans)-4-hydroxy-L-proline, phenylmethyl ester, hydrochloride), OC1C[C@H](NC1)C(=O)OCC1=CC=CC=C1 (4-hydroxy-L-proline, phenylmethyl ester), CN1CCOCC1 (N-methylmorpholine), C(C)(=O)OCC (ethyl acetate). Reaction conditions: time 15 hour. The product is C(C)OC(CCN(C(=O)N1[C@H](C(=O)OCC2=CC=CC=C2)C[C@H](C1)O)CC)=O ((trans)-1-[[(3-Ethoxy-3-oxopropyl)ethylamino]carbonyl]-4-hydroxy-L-proline, phenylmethyl ester). As a reaction SMILES: ClCCl.Cl.[OH:5][C@H:6]1[CH2:10][NH:9][C@H:8]([C:11]([O:13][CH2:14][C:15]2[CH:20]=[CH:19][CH:18]=[CH:17][CH:16]=2)=[O:12])[CH2:7]1.[CH3:21][N:22]1[CH2:27][CH2:26]O[CH2:24][CH2:23]1.OC1CN[C@H]([C:34]([O:36][CH2:37][C:38]2C=CC=CC=2)=[O:35])C1.C(OCC)(=[O:46])C>>[CH2:37]([O:36][C:34](=[O:35])[CH2:26][CH2:27][N:22]([CH2:23][CH3:24])[C:21]([N:9]1[CH2:10][C@H:6]([OH:5])[CH2:7][C@H:8]1[C:11]([O:13][CH2:14][C:15]1[CH:20]=[CH:19][CH:18]=[CH:17][CH:16]=1)=[O:12])=[O:46])[CH3:38] |f:1.2|. Reported procedure: This residue is dissolved in 30 ml. of dichloromethane and (trans)-4-hydroxy-L-proline, phenylmethyl ester, hydrochloride (6.9 g., 1.2 eq.) is added. To the resulting suspension is added dropwise N-methylmorpholine (5.6 ml., 2.4 eq.) in 20 ml. of dichloromethane. The resulting mixture is stirred at room temperature for 15 hours. The solvent is removed at reduced pressure and the residue taken up in ethyl acetate. This is washed with water (twice), 1N hydrochloric acid (twice), 1N sodium bicarbon... RXN SMILES: [CH3:19][OH:20].[CH:1]([CH3:2])([CH3:3])[N:4]1[CH2:5][CH2:6][N:7]([c:10]2[cH:11][cH:12][c:13]([N+:16]([O-:17])=[O:18])[cH:14][cH:15]2)[CH2:8][CH2:9]1.[Pd:21]>>[CH:1]([CH3:2])([CH3:3])[N:4]1[CH2:5][CH2:6][N:7]([c:10]2[cH:11][cH:12][c:13]([NH2:16])[cH:14][cH:15]2)[CH2:8][CH2:9]1. Starting materials: CO, CC(C)N1CCN(c2ccc([N+](=O)[O-])cc2)CC1, [Pd]. The product is CC(C)N1CCN(c2ccc(N)cc2)CC1.